From a dataset of the Open Reaction Database (ORD), a public repository of structured organic reaction records. describe an organic reaction: reactants, conditions, products, and yield Starting materials: OCCCC(=O)OC (Methyl 4-hydroxybutanoate), ice water, C (charcoal), C=1(C(=CC=CC1)S(=O)(=O)Cl)C (toluene-sulphonyl chloride), N1=CC=CC=C1 (pyridine). Solvent: C(C)OCC (diethyl ether). The product is C1(=CC=C(C=C1)S(=O)(=O)CCCC(=O)OC)C (methyl 4-(p-toluene-sulphonyl)-butanoate). RXN SMILES: O[CH2:2][CH2:3][CH2:4][C:5]([O:7][CH3:8])=[O:6].[C:9]1(C)[C:10]([S:15](Cl)(=[O:17])=[O:16])=[CH:11][CH:12]=[CH:13][CH:14]=1.N1C=CC=C[CH:21]=1.C>C(OCC)C>[C:13]1([CH3:21])[CH:14]=[CH:9][C:10]([S:15]([CH2:2][CH2:3][CH2:4][C:5]([O:7][CH3:8])=[O:6])(=[O:16])=[O:17])=[CH:11][CH:12]=1. Procedure details: 25 g. Methyl 4-hydroxybutanoate were mixed with 47.5 g. toluene-sulphonyl chloride and 250 ml. dry pyridine at 5° C. and kept at this temperature for 17 hours, whereafter the reaction mixture was poured into 2 liters ice water. The oil thus formed was extracted with diethyl ether and the ethereal extract was washed with 500 ml. 6 N hydrochloric acid to remove excess pyridine, followed by washing with a saturated aqueous solution of sodium bicarbonate until neutral. Concentration of the organic l... The reactants are CCC(C)=O, C[N+](C)(C)C, [Cl-], C=CCOC(=O)C(C)(C)OC(=O)c1cc([N+](=O)[O-])ccc1Cl, [H][H]. Product: C=CCOC(=O)C(C)(C)OC(=O)c1cc(N)ccc1Cl. As a reaction SMILES: [CH2:25]([C:26]([CH3:27])=[O:28])[CH3:29].[CH3:31][N+:32]([CH3:33])([CH3:34])[CH3:35].[Cl-:30].[Cl:1][c:2]1[c:3]([C:4](=[O:5])[O:6][C:7]([C:8](=[O:9])[O:10][CH2:11][CH:12]=[CH2:13])([CH3:14])[CH3:15])[cH:16][c:17]([N+:20]([O-:21])=[O:22])[cH:18][cH:19]1.[H:23][H:24]>>[Cl:1][c:2]1[c:3]([C:4](=[O:5])[O:6][C:7]([C:8](=[O:9])[O:10][CH2:11][CH:12]=[CH2:13])([CH3:14])[CH3:15])[cH:16][c:17]([NH2:20])[cH:18][cH:19]1.